This data is from the Open Reaction Database (ORD), a public repository of structured organic reaction records. The task is: describe an organic reaction: reactants, conditions, products, and yield Starting materials: C(Cl)Cl (methylene chloride), Cl.COC1=CC=C(CS[C@H]2C[C@H](N(C2)C(=O)OCC2=CC=C(C=C2)[N+](=O)[O-])C(=O)N2CCNCCC2)C=C1 ((2S,4S)-4-(4-methoxybenzylthio)-2-(1-homopiperazinylcarbonyl)-1-(4-nitrobenzyloxycarbonyl)pyrrolidine hydrochloride), [N+](=O)([O-])C1=CC=C(COC(=O)NC(C)=N)C=C1 (N-(4-nitrobenzyloxycarbonyl)acetamidine). The solvent is CO (methanol). Product: COC1=CC=C(CS[C@H]2C[C@H](N(C2)C(=O)OCC2=CC=C(C=C2)[N+](=O)[O-])C(=O)N2CCN(CCC2)C(C)=NC(=O)OCC2=CC=C(C=C2)[N+](=O)[O-])C=C1 ((2S,4S)-4-(4-Methoxybenzylthio)-2-[4-(N-4-nitrobenzyloxycarbonylacetimidoyl)homopiperazin-1-ylcarbonyl]-1-(4-nitrobenzyloxycarbonyl)pyrrolidine). Isolated yield 14.5%. As a reaction SMILES: C(Cl)Cl.Cl.[CH3:5][O:6][C:7]1[CH:41]=[CH:40][C:10]([CH2:11][S:12][C@@H:13]2[CH2:17][N:16]([C:18]([O:20][CH2:21][C:22]3[CH:27]=[CH:26][C:25]([N+:28]([O-:30])=[O:29])=[CH:24][CH:23]=3)=[O:19])[C@H:15]([C:31]([N:33]3[CH2:39][CH2:38][CH2:37][NH:36][CH2:35][CH2:34]3)=[O:32])[CH2:14]2)=[CH:9][CH:8]=1.[N+:42]([C:45]1[CH:58]=[CH:57][C:48]([CH2:49][O:50][C:51]([NH:53][C:54](=N)[CH3:55])=[O:52])=[CH:47][CH:46]=1)([O-:44])=[O:43]>CO>[CH3:5][O:6][C:7]1[CH:8]=[CH:9][C:10]([CH2:11][S:12][C@@H:13]2[CH2:17][N:16]([C:18]([O:20][CH2:21][C:22]3[CH:23]=[CH:24][C:25]([N+:28]([O-:30])=[O:29])=[CH:26][CH:27]=3)=[O:19])[C@H:15]([C:31]([N:33]3[CH2:39][CH2:38][CH2:37][N:36]([C:54](=[N:53][C:51]([O:50][CH2:49][C:48]4[CH:57]=[CH:58][C:45]([N+:42]([O-:44])=[O:43])=[CH:46][CH:47]=4)=[O:52])[CH3:55])[CH2:35][CH2:34]3)=[O:32])[CH2:14]2)=[CH:40][CH:41]=1 |f:1.2|. Procedure: 25 ml of methylene chloride were added to a solution of 2.5 g of (2S,4S)-4-(4-methoxybenzylthio)-2-(1-homopiperazinylcarbonyl)-1-(4-nitrobenzyloxycarbonyl)pyrrolidine hydrochloride [prepared as described in step (i) above] in 25 ml of methanol, which was being heated under reflux, and then 904 mg of N-(4-nitrobenzyloxycarbonyl)acetamidine were added to the resulting mixture. The reaction mixture was heated under reflux for a further 5 hours, after which it was worked up and purified by the same ...